describe an organic reaction: reactants, conditions, products, and yield From a dataset of the Open Reaction Database (ORD), a public repository of structured organic reaction records. The reactants are C(C)(=O)SCC([C@H]1CC[C@H]2[C@@H]3CC[C@H]4C[C@@H]([C@H](C[C@]4(C)[C@H]3C(C[C@]12C)=O)N1CC(OCC1)(C)C)O)=O ((2β,3α,5α)-21-(acetylthio)-3-hydroxy-2-(2,2-dimethyl-4-morpholinyl)pregnane-11,20-dione), CS(=O)(=O)O (methanesulfonic acid). Yields the product CS(=O)(=O)O.C(C)(=O)SCC([C@H]1CC[C@H]2[C@@H]3CC[C@H]4C[C@@H]([C@H](C[C@]4(C)[C@H]3C(C[C@]12C)=O)N1CC(OCC1)(C)C)O)=O ((2β,3α,5α)-21-(acetylthio)-3-hydroxy-2-(2,2-dimethyl-4-morpholinyl)pregnane-11,20-dione methanesulfonate). Reaction SMILES: [C:1]([S:4][CH2:5][C:6](=[O:36])[C@@H:7]1[C@:24]2([CH3:25])[C@H:10]([C@H:11]3[C@H:21]([C:22](=[O:26])[CH2:23]2)[C@:19]2([CH3:20])[C@H:14]([CH2:15][C@H:16]([OH:35])[C@@H:17]([N:27]4[CH2:32][CH2:31][O:30][C:29]([CH3:34])([CH3:33])[CH2:28]4)[CH2:18]2)[CH2:13][CH2:12]3)[CH2:9][CH2:8]1)(=[O:3])[CH3:2].[CH3:37][S:38]([OH:41])(=[O:40])=[O:39]>>[CH3:37][S:38]([OH:41])(=[O:40])=[O:39].[C:1]([S:4][CH2:5][C:6](=[O:36])[C@@H:7]1[C@:24]2([CH3:25])[C@H:10]([C@H:11]3[C@H:21]([C:22](=[O:26])[CH2:23]2)[C@:19]2([CH3:20])[C@H:14]([CH2:15][C@H:16]([OH:35])[C@@H:17]([N:27]4[CH2:32][CH2:31][O:30][C:29]([CH3:34])([CH3:33])[CH2:28]4)[CH2:18]2)[CH2:13][CH2:12]3)[CH2:9][CH2:8]1)(=[O:3])[CH3:2] |f:2.3|. Reported procedure: With the 21-(acetylthio) compound of Example 3 and methanesulfonic acid as starting materials, (2β,3α,5α)-21-(acetylthio)-3-hydroxy-2-(2,2-dimethyl-4-morpholinyl)pregnane-11,20-dione methanesulfonate (1:1) salt was formed. [α]D +110° (c 0.8).